From a dataset of the Open Reaction Database (ORD), a public repository of structured organic reaction records. describe an organic reaction: reactants, conditions, products, and yield Reactants: C1(=CC=CC=C1)P(C1=CC=CC=C1)C1=CC=CC=C1 (triphenylphosphine), ClN1C(CCC1=O)=O (N-chlorosuccinimide), OCC1=CC=C(C=C1)C1=C(N=C(N1)C1=CC=C(C=C1)[N+](=O)[O-])C(=O)NC=1SC=CN1 (5-(4-hydroxymethylphenyl)-2-(4-nitrophenyl)-N-(2-thiazolyl)-imidazole-4-carboxamide), C1(=CC=CC=C1)P(C1=CC=CC=C1)C1=CC=CC=C1 (triphenylphosphine), ClN1C(CCC1=O)=O (N-chlorosuccinimide), ice water. Solvent: O1CCCC1 (tetrahydrofuran). Reaction conditions: time 15 minute. Yields the product ClCC1=CC=C(C=C1)C1=C(N=C(N1)C1=CC=C(C=C1)[N+](=O)[O-])C(=O)NC=1SC=CN1 (5-(4-chloromethylphenyl)-2-(4-nitrophenyl)-N-(2-thiazolyl)imidazole-4-carboxamide). The yield is 93.3%. RXN SMILES: O[CH2:2][C:3]1[CH:8]=[CH:7][C:6]([C:9]2[NH:13][C:12]([C:14]3[CH:19]=[CH:18][C:17]([N+:20]([O-:22])=[O:21])=[CH:16][CH:15]=3)=[N:11][C:10]=2[C:23]([NH:25][C:26]2[S:27][CH:28]=[CH:29][N:30]=2)=[O:24])=[CH:5][CH:4]=1.C1(P(C2C=CC=CC=2)C2C=CC=CC=2)C=CC=CC=1.[Cl:50]N1C(=O)CCC1=O>O1CCCC1>[Cl:50][CH2:2][C:3]1[CH:8]=[CH:7][C:6]([C:9]2[NH:13][C:12]([C:14]3[CH:19]=[CH:18][C:17]([N+:20]([O-:22])=[O:21])=[CH:16][CH:15]=3)=[N:11][C:10]=2[C:23]([NH:25][C:26]2[S:27][CH:28]=[CH:29][N:30]=2)=[O:24])=[CH:5][CH:4]=1. Procedure: 5-(4-Hydroxymethylphenyl)-2-(4-nitrophenyl)-N-(2-thiazolyl)imidazole-4-carboxamide (2.67 g) obtained in Example 93 was dissolved in tetrahydrofuran (300 ml) and triphenylphosphine (3.33 g) and N-chlorosuccinimide (1.70 g) were added. The mixture was stirred for 15 min and triphenylphosphine (3.33 g) and N-chlorosuccinimide (1.70 g) were added. The mixture was stirred for 30 min. The reaction mixture was poured into ice water and extracted with ethyl acetate. The ethyl acetate layer was washed wi... Reactants: N(CCCCCCCCCCCCCCCCCC)(CCCCCCCCCCCCCCCCCC)C(=O)COCC(=O)O ((C18H37)2NCOCH2OCH2COOH), C(Cl)Cl (CH2Cl2), CC=1C=CC(=CC1)S(=O)(=O)O (TsOH), NCC(=O)NCC(=O)NCC(=O)OCC1=CC=CC=C1 (Gly-Gly-Gly-OCH2Ph). Run in CCN(CC)CC (Et3N). The product is N(CCCCCCCCCCCCCCCCCC)(CCCCCCCCCCCCCCCCCC)C(=O)COCC(=O)NCC(=O)NCC(=O)NCC(=O)OCC1=CC=CC=C1 ((C18H37)2NCOCH2OCH2CO-Gly-Gly-Gly-OCH2Ph). Yield: 89.0%. Reaction SMILES: [N:1]([C:38]([CH2:40][O:41][CH2:42][C:43]([OH:45])=O)=[O:39])([CH2:20][CH2:21][CH2:22][CH2:23][CH2:24][CH2:25][CH2:26][CH2:27][CH2:28][CH2:29][CH2:30][CH2:31][CH2:32][CH2:33][CH2:34][CH2:35][CH2:36][CH3:37])[CH2:2][CH2:3][CH2:4][CH2:5][CH2:6][CH2:7][CH2:8][CH2:9][CH2:10][CH2:11][CH2:12][CH2:13][CH2:14][CH2:15][CH2:16][CH2:17][CH2:18][CH3:19].C(Cl)Cl.[NH2:49][CH2:50][C:51]([NH:53][CH2:54][C:55]([NH:57][CH2:58][C:59]([O:61][CH2:62][C:63]1[CH:68]=[CH:67][CH:66]=[CH:65][CH:64]=1)=[O:60])=[O:56])=[O:52].CC1C=CC(S(O)(=O)=O)=CC=1>CCN(CC)CC>[N:1]([C:38]([CH2:40][O:41][CH2:42][C:43]([NH:49][CH2:50][C:51]([NH:53][CH2:54][C:55]([NH:57][CH2:58][C:59]([O:61][CH2:62][C:63]1[CH:64]=[CH:65][CH:66]=[CH:67][CH:68]=1)=[O:60])=[O:56])=[O:52])=[O:45])=[O:39])([CH2:2][CH2:3][CH2:4][CH2:5][CH2:6][CH2:7][CH2:8][CH2:9][CH2:10][CH2:11][CH2:12][CH2:13][CH2:14][CH2:15][CH2:16][CH2:17][CH2:18][CH3:19])[CH2:20][CH2:21][CH2:22][CH2:23][CH2:24][CH2:25][CH2:26][CH2:27][CH2:28][CH2:29][CH2:30][CH2:31][CH2:32][CH2:33][CH2:34][CH2:35][CH2:36][CH3:37]. Procedure: To a solution of (C18H37)2NCOCH2OCH2COOH (1.0 g, 1.5 mmol) in CH2Cl2 (30 mL) 1-(3-dimethylaminopropyl)-3-ethyl carbodiimide hydrochloride (0.31 g, 1.6 mmol) was added and the reaction was stirred at room temperature. After 0.5 h Gly-Gly-Gly-OCH2Ph.TsOH (0.66 g, 1.5 mmol) and Et3N (0.6 mL) were added and the mixture was stirred overnight. The reaction mixture was then washed with water (20 mL), 0.5 N HCl (20 mL), water (20 mL), 10% aqueous Na2CO3 (20 mL), brine (20 mL), and then dried over MgSO4.... Starting materials: [OH-].[K+] (KOH), C(C)OC(=O)C=1C=NN(C1)C1=NC2=CC=C(C=C2C(N1)=O)NC(C1=CC=CC=C1)=O (1-(6-benzoylamino-4-oxo-3,4-dihydro-quinazolin-2-yl)-1H-pyrazole-4-carboxylic acid ethyl ester). Solvent: C1CCOC1 (THF). Conditions: time 18 hour. The product is C(C1=CC=CC=C1)(=O)NC=1C=C2C(NC(=NC2=CC1)N1N=CC(=C1)C(=O)O)=O (1-(6-benzoylamino-4-oxo-3,4-dihydro-quinazolin-2-yl)-1H-pyrazole-4-carboxylic acid). Isolated yield 85.4%. Reaction SMILES: [OH-].[K+].C([O:5][C:6]([C:8]1[CH:9]=[N:10][N:11]([C:13]2[NH:22][C:21](=[O:23])[C:20]3[C:15](=[CH:16][CH:17]=[C:18]([NH:24][C:25](=[O:32])[C:26]4[CH:31]=[CH:30][CH:29]=[CH:28][CH:27]=4)[CH:19]=3)[N:14]=2)[CH:12]=1)=[O:7])C>C1COCC1>[C:25]([NH:24][C:18]1[CH:19]=[C:20]2[C:15](=[CH:16][CH:17]=1)[N:14]=[C:13]([N:11]1[CH:12]=[C:8]([C:6]([OH:7])=[O:5])[CH:9]=[N:10]1)[NH:22][C:21]2=[O:23])(=[O:32])[C:26]1[CH:31]=[CH:30][CH:29]=[CH:28][CH:27]=1 |f:0.1|. Procedure: Aqueous 1M KOH (1.06 mL, 1.06 mmol) was added to 1-(6-benzoylamino-4-oxo-3,4-dihydro-quinazolin-2-yl)-1H-pyrazole-4-carboxylic acid ethyl ester (0.142 g, 0.343 mmol) in THF (1.0 mL). The reaction mixture was allowed to stir at room temperature for 18 h and was then concentrated. The residue was redissolved in water (5 mL) and brought to pH 1 with aqueous 1M HCl (3 mL). The resulting precipitate was collected by filtration to yield the titled compound (0.110 g, 82% yield). MS (ESI/Cl): mass calcd... The reactants are ClC1=CC(=C(C=N1)N(C(C1=CC(=CC(=C1)C(F)(F)F)C(F)(F)F)=O)C)C1=C(C=CC=C1)C (N-(6-chloro-4-o-tolyl-pyridin-3-yl)-N-methyl-3,5-bis-trifluoromethyl-benzamide), C(C)(C)(C)OC(=O)N1C(=CC=C1)B(O)O (1-(tert-butoxycarbonyl)pyrrole-2-boronic acid). Solvent: CCCCCCC.CCOC(=O)C (n-heptane EtOAc). Product: C(C)(C)(C)OC(=O)N1C(=CC=C1)C1=NC=C(C(=C1)C1=C(C=CC=C1)C)N(C)C(C1=CC(=CC(=C1)C(F)(F)F)C(F)(F)F)=O (2-{5-[(3,5-Bis-trifluoromethyl-benzoyl)-methyl-amino]-4-o-tolyl-pyridin-2-yl}-pyrrole-1-carboxylic acid tert-butyl ester). RXN SMILES: Cl[C:2]1[N:7]=[CH:6][C:5]([N:8]([CH3:25])[C:9](=[O:24])[C:10]2[CH:15]=[C:14]([C:16]([F:19])([F:18])[F:17])[CH:13]=[C:12]([C:20]([F:23])([F:22])[F:21])[CH:11]=2)=[C:4]([C:26]2[CH:31]=[CH:30][CH:29]=[CH:28][C:27]=2[CH3:32])[CH:3]=1.[C:33]([O:37][C:38]([N:40]1[CH:44]=[CH:43][CH:42]=[C:41]1B(O)O)=[O:39])([CH3:36])([CH3:35])[CH3:34]>CCCCCCC.CCOC(C)=O>[C:33]([O:37][C:38]([N:40]1[CH:44]=[CH:43][CH:42]=[C:41]1[C:2]1[CH:3]=[C:4]([C:26]2[CH:31]=[CH:30][CH:29]=[CH:28][C:27]=2[CH3:32])[C:5]([N:8]([C:9](=[O:24])[C:10]2[CH:15]=[C:14]([C:16]([F:18])([F:17])[F:19])[CH:13]=[C:12]([C:20]([F:22])([F:23])[F:21])[CH:11]=2)[CH3:25])=[CH:6][N:7]=1)=[O:39])([CH3:36])([CH3:34])[CH3:35] |f:2.3|. Procedure: The title compound was prepared in analogy to example 72, from N-(6-chloro-4-o-tolyl-pyridin-3-yl)-N-methyl-3,5-bis-trifluoromethyl-benzamide (example 12) and 1-(tert-butoxycarbonyl)pyrrole-2-boronic acid (CAS RN 135884-31-0) and using a gradient of n-heptane:EtOAc (100:0 to 50:50) for the chromatographic purification. Light yellow oil (18%). MS (ESI): m/z=604.202 [M+H]+. Reactants: C(CCCCCCCC)=O (nonanal), C(C)(=O)OC(C)=O (acetic anhydride), C(C)(=O)[O-].[K+] (potassium acetate). Yields the product C(C)(=O)OC=CCCCCCCC (1-nonen-1-yl acetate). RXN SMILES: [CH:1](=[O:10])[CH2:2][CH2:3][CH2:4][CH2:5][CH2:6][CH2:7][CH2:8][CH3:9].[C:11](OC(=O)C)(=[O:13])[CH3:12].C([O-])(=O)C.[K+]>>[C:11]([O:10][CH:1]=[CH:2][CH2:3][CH2:4][CH2:5][CH2:6][CH2:7][CH2:8][CH3:9])(=[O:13])[CH3:12] |f:2.3|. Reported procedure: A mixture of one mole of nonanal, 2.5 moles of acetic anhydride, and 15 g. of anhydrous potassium acetate is refluxed for one hour and cooled. Excess acid is removed by a 2X wash with water, followed by 5% sodium carbonate wash to give 1-nonen-1-yl acetate as a relatively pure oil. Reactants: C([O-])([O-])=O.[K+].[K+] (Potassium carbonate), ClC1=C2C(=NC(=C1)C=1C=CC=C3C(=NNC13)N)N(N=C2)C (7-(4-Chloro-1-methyl-1H-pyrazolo[3,4-b]pyridin-6-yl)-1H-indazol-3-amine), CS(=O)(=O)C1=CC=C(C=C1)O (4-Methylsulfonylphenol). The solvent is CN(C)C=O (DMF). Conditions: temperature 155 celsius. Product: CN1N=CC=2C1=NC(=CC2OC2=CC=C(C=C2)S(=O)(=O)C)C=2C=CC=C1C(=NNC21)N (7-(1-methyl-4-(4-(methylsulfonyl)phenoxy)-1H-pyrazolo[3,4-b]pyridin-6-yl)-1H-indazol-3-amine). Isolated yield 44.0%. Reaction SMILES: C(=O)([O-])[O-].[K+].[K+].Cl[C:8]1[CH:13]=[C:12]([C:14]2[CH:15]=[CH:16][CH:17]=[C:18]3[C:22]=2[NH:21][N:20]=[C:19]3[NH2:23])[N:11]=[C:10]2[N:24]([CH3:27])[N:25]=[CH:26][C:9]=12.[CH3:28][S:29]([C:32]1[CH:37]=[CH:36][C:35]([OH:38])=[CH:34][CH:33]=1)(=[O:31])=[O:30]>CN(C=O)C>[CH3:27][N:24]1[C:10]2=[N:11][C:12]([C:14]3[CH:15]=[CH:16][CH:17]=[C:18]4[C:22]=3[NH:21][N:20]=[C:19]4[NH2:23])=[CH:13][C:8]([O:38][C:35]3[CH:34]=[CH:33][C:32]([S:29]([CH3:28])(=[O:31])=[O:30])=[CH:37][CH:36]=3)=[C:9]2[CH:26]=[N:25]1 |f:0.1.2|. Procedure details: Potassium carbonate (0.14 g, 1.04 mmol) was added to a solution of 7-(4-chloro-1-methyl-1H-pyrazolo[3,4-b]pyridin-6-yl)-1H-indazol-3-amine 16 (0.30 g, 0.1046 mmol) and 4-methylsulfonyl phenol 8a (0.036 g, 0.2 mmol) in 2 mL DMF. Nitrogen was bubbled through the solution. The reaction mixture was heated in a microwave at 155° C. for 40 minutes. The crude compound was purified by mass directed purification to obtain 20 mg, 40% of 105 as a yellow solid. 1H NMR (400 MHz, DMSO) δ 11.53 (s, 1H), 8.21-7... Reactants: CC#N, COCCCOc1cccc(C=O)c1. Yields the product COCCCOc1cccc(C(O)CC#N)c1. As a reaction SMILES: [CH3:15][C:16]#[N:17].[CH3:1][O:2][CH2:3][CH2:4][CH2:5][O:6][c:7]1[cH:8][c:9]([CH:10]=[O:11])[cH:12][cH:13][cH:14]1>>[CH3:1][O:2][CH2:3][CH2:4][CH2:5][O:6][c:7]1[cH:8][c:9]([CH:10]([OH:11])[CH2:15][C:16]#[N:17])[cH:12][cH:13][cH:14]1. Starting materials: C(CCCCCCCCCCC)S(=O)(=O)C1=C(C=CC=C1)[N+](=O)[O-] (2-dodecylsulfonylnitrobenzene), NC1=C(C(=O)OCCCCCCCCCCCC)C=CC=C1 (dodecyl o-aminobenzoate). The product is C(CCCCCCCCCCC)S(=O)(=O)C1=C(N)C=CC=C1 (2-dodecylsulfonylaniline). Yield: 93.6%. Reaction SMILES: [CH2:1]([S:13]([C:16]1[CH:21]=[CH:20][CH:19]=[CH:18][C:17]=1[N+:22]([O-])=O)(=[O:15])=[O:14])[CH2:2][CH2:3][CH2:4][CH2:5][CH2:6][CH2:7][CH2:8][CH2:9][CH2:10][CH2:11][CH3:12].NC1C=CC=CC=1C(OCCCCCCCCCCCC)=O>>[CH2:1]([S:13]([C:16]1[CH:21]=[CH:20][CH:19]=[CH:18][C:17]=1[NH2:22])(=[O:15])=[O:14])[CH2:2][CH2:3][CH2:4][CH2:5][CH2:6][CH2:7][CH2:8][CH2:9][CH2:10][CH2:11][CH3:12]. Reported procedure: 50.9 g of light yellow oily 2-dodecylsulfonylaniline was prepared from 59.4 g of the foregoing 2-dodecylsulfonylnitrobenzene in the same manner as dodecyl o-aminobenzoate in Synthesis Example 2. Yield 93.5%.